From a dataset of the Open Reaction Database (ORD), a public repository of structured organic reaction records. describe an organic reaction: reactants, conditions, products, and yield Starting materials: COC=1C=C(C=CC1)O (3-methoxyphenol), COC=1C=C(C(=O)O)C=CC1 (3-methoxybenzoic acid), CS(=O)(=O)O (CH3SO3H), Substituted 2-hydroxybenzophenones. The product is OC1=C(C(=O)C2=CC(=CC=C2)OC)C=CC(=C1)OC (2-hydroxy-4-methoxy-3′-methoxy-benzophenone). Reaction SMILES: [CH3:1][O:2][C:3]1[CH:4]=[C:5]([OH:9])[CH:6]=[CH:7][CH:8]=1.[CH3:10][O:11][C:12]1[CH:13]=[C:14]([CH:18]=[CH:19][CH:20]=1)[C:15](O)=[O:16].CS(O)(=O)=O>>[OH:9][C:5]1[CH:4]=[C:3]([O:2][CH3:1])[CH:8]=[CH:7][C:6]=1[C:15]([C:14]1[CH:18]=[CH:19][CH:20]=[C:12]([O:11][CH3:10])[CH:13]=1)=[O:16]. Procedure details: Substituted 2-hydroxybenzophenones may be prepared as illustrated by exemplary reaction in Scheme 8. Reaction of 3-methoxyphenol with 3-methoxybenzoic acid in the presence of Al2O3 and CH3SO3H produces 2-hydroxy-4-methoxy-3′-methoxy-benzophenone.